This data is from the Open Reaction Database (ORD), a public repository of structured organic reaction records. The task is: describe an organic reaction: reactants, conditions, products, and yield Starting materials: CC=1C=C(C=O)C=CC1 (3-methylbenzaldehyde), OCC(=O)C1=CC=CC=C1 (2-hydroxyacetophenone). Solvent: [OH-].[Na+] (NaOH). Reaction conditions: time 4 day. Yields the product CC=1C=C(C2OC3=CC=CC=C3C(C2)=O)C=CC1 (3'-methyl flavanone). The yield is 86.0%. As a reaction SMILES: [CH3:1][C:2]1[CH:3]=[C:4]([CH:7]=[CH:8][CH:9]=1)[CH:5]=[O:6].O[CH2:11][C:12]([C:14]1[CH:19]=[CH:18][CH:17]=[CH:16][CH:15]=1)=[O:13]>[OH-].[Na+]>[CH3:1][C:2]1[CH:3]=[C:4]([CH:7]=[CH:8][CH:9]=1)[CH:5]1[CH2:11][C:12](=[O:13])[C:14]2[C:15](=[CH:16][CH:17]=[CH:18][CH:19]=2)[O:6]1 |f:2.3|. Procedure details: A mixture of 3-methylbenzaldehyde (12 g, 0.1 mol), 2-hydroxyacetophenone (13.6 g, 0.1 mol), and 2 liters of 0.1 N NaOH was stirred at room temperature for 4 days. The reaction was extracted with ether and the ether dried and evaporated to give 20.5 g of 3'-methyl flavanone as an oil. The oil, not further purified but used directly, was converted in a similar manner as described in Example 1 into 8.2 g of the hydrochloride salt of 3'-methyl-3-dimethylaminomethyl flavanone, as a solid, m.p. 156°-1... Starting materials: CN1CCNCC1, CCSC1=NC(=O)C(=Cc2ccc3c(cnn3Cc3ccc(Cl)cc3Cl)c2)S1. Product: CN1CCN(C2=NC(=O)C(=Cc3ccc4c(cnn4Cc4ccc(Cl)cc4Cl)c3)S2)CC1. Reaction SMILES: [CH3:29][N:30]1[CH2:31][CH2:32][NH:33][CH2:34][CH2:35]1.[Cl:1][c:2]1[c:3]([CH2:4][n:5]2[n:6][cH:7][c:8]3[cH:9][c:10]([CH:14]=[C:15]4[C:16](=[O:23])[N:17]=[C:18]([S:20][CH2:21][CH3:22])[S:19]4)[cH:11][cH:12][c:13]23)[cH:24][cH:25][c:26]([Cl:28])[cH:27]1>>[Cl:1][c:2]1[c:3]([CH2:4][n:5]2[n:6][cH:7][c:8]3[cH:9][c:10]([CH:14]=[C:15]4[C:16](=[O:23])[N:17]=[C:18]([N:33]5[CH2:32][CH2:31][N:30]([CH3:29])[CH2:35][CH2:34]5)[S:19]4)[cH:11][cH:12][c:13]23)[cH:24][cH:25][c:26]([Cl:28])[cH:27]1. The reactants are C(C)ON=C(C)C=1C=C(C=CC1)O (3-(1-ethoxyiminoethyl)phenol), BrCC1=C(C=CC=C1)C(C(=O)OC)=COC (methyl α-(2-bromomethylphenyl)-β-methoxyacrylate), C([O-])([O-])=O.[K+].[K+] (potassium carbonate). Run in CN(C=O)C (dimethylformamide). Reaction conditions: temperature 20 celsius, time 48 hour. Product: C(C)ON=C(C)C=1C=C(OCC2=C(C=CC=C2)C(C(=O)OC)=COC)C=CC1 (Methyl α-[2-(3-(1-ethoxyiminoethyl)phenoxymethyl)phenyl]-β-methoxyacrylate). The yield is 54.4%. RXN SMILES: [CH2:1]([O:3][N:4]=[C:5]([C:7]1[CH:8]=[C:9]([OH:13])[CH:10]=[CH:11][CH:12]=1)[CH3:6])[CH3:2].Br[CH2:15][C:16]1[CH:21]=[CH:20][CH:19]=[CH:18][C:17]=1[C:22](=[CH:27][O:28][CH3:29])[C:23]([O:25][CH3:26])=[O:24].C(=O)([O-])[O-].[K+].[K+]>CN(C)C=O>[CH2:1]([O:3][N:4]=[C:5]([C:7]1[CH:8]=[C:9]([CH:10]=[CH:11][CH:12]=1)[O:13][CH2:15][C:16]1[CH:21]=[CH:20][CH:19]=[CH:18][C:17]=1[C:22](=[CH:27][O:28][CH3:29])[C:23]([O:25][CH3:26])=[O:24])[CH3:6])[CH3:2] |f:2.3.4|. Reported procedure: 7.5 g (0.042 mol) of 3-(1-ethoxyiminoethyl)phenol and 10.0 g (0.035 mol) methyl α-(2-bromomethylphenyl)-β-methoxyacrylate are dissolved in 100 ml of dimethylformamide, and 7.3 g (0.053 mol) of potassium carbonate are added. The mixture is stirred at room temperature (20° C.) for 48 hours, hydrolyzed with water and extracted with diethyl ether. The organic phase is washed with water, dried over magnesium sulfate and concentrated. The resulting oil is purified by chromatography on alumina (cyclohe... Starting materials: C(=O)(C(F)(F)F)O (TFA), NC(CC1=C(CCC2=NC(=NC=C2C)NC=2C=NN(C2)C2CCN(CC2)C(=O)OC(C)(C)C)C=CC=C1)=O (tert-butyl 4-(4-((4-(2-(2-amino-2-oxoethyl)phenethyl)-5-methylpyrimidin-2-yl)amino)-1H-pyrazol-1-yl)piperidine-1-carboxylate). Solvent: C(Cl)Cl (DCM). Conditions: time 18 hour. Product: CC=1C(=NC(=NC1)NC=1C=NN(C1)C1CCNCC1)CCC1=C(C=CC=C1)CC(=O)N (2-(2-(2-(5-methyl-2-((1-(piperidin-4-yl)-1H-pyrazol-4-yl)amino)pyrimidin-4-yl)ethyl)phenyl)acetamide), solid. Isolated yield 49.0%. As a reaction SMILES: C(O)(C(F)(F)F)=O.[NH2:8][C:9](=[O:45])[CH2:10][C:11]1[CH:44]=[CH:43][CH:42]=[CH:41][C:12]=1[CH2:13][CH2:14][C:15]1[C:20]([CH3:21])=[CH:19][N:18]=[C:17]([NH:22][C:23]2[CH:24]=[N:25][N:26]([CH:28]3[CH2:33][CH2:32][N:31](C(OC(C)(C)C)=O)[CH2:30][CH2:29]3)[CH:27]=2)[N:16]=1>C(Cl)Cl>[CH3:21][C:20]1[C:15]([CH2:14][CH2:13][C:12]2[CH:41]=[CH:42][CH:43]=[CH:44][C:11]=2[CH2:10][C:9]([NH2:8])=[O:45])=[N:16][C:17]([NH:22][C:23]2[CH:24]=[N:25][N:26]([CH:28]3[CH2:33][CH2:32][NH:31][CH2:30][CH2:29]3)[CH:27]=2)=[N:18][CH:19]=1. Procedure: TFA (0.5 mL) was added to a solution of tert-butyl 4-(4-((4-(2-(2-amino-2-oxoethyl)phenethyl)-5-methylpyrimidin-2-yl)amino)-1H-pyrazol-1-yl)piperidine-1-carboxylate (A128) (0.040 g, 0.077 mmol) in DCM (5 mL) and the resulting mixture stirred for 18 hours at room temperature. The volatiles were evaporated under reduced pressure and the residue partitioned between 2 M NaOH (10 mL) and EtOAc (25 mL). The organic layer was separated and washed with water (25 mL), brine (25 mL), dried (Na2SO4) and co...